Dataset: the Open Reaction Database (ORD), a public repository of structured organic reaction records. Task: describe an organic reaction: reactants, conditions, products, and yield Starting materials: Cc1cc(Br)cc(C)c1OCCO, O=C(O)c1ccc(B(O)O)cc1, CCOC(C)=O, C1COCCO1, CCO, [Cs+], [F-], O, c1ccc(P(c2ccccc2)(c2ccccc2)[Pd](P(c2ccccc2)(c2ccccc2)c2ccccc2)(P(c2ccccc2)(c2ccccc2)c2ccccc2)P(c2ccccc2)(c2ccccc2)c2ccccc2)cc1. The product is Cc1cc(-c2ccc(C(=O)O)cc2)cc(C)c1OCCO. As a reaction SMILES: [Br:1][c:2]1[cH:3][c:4]([CH3:13])[c:5]([O:6][CH2:7][CH2:8][OH:9])[c:10]([CH3:12])[cH:11]1.[C:14](=[O:15])([OH:16])[c:17]1[cH:18][cH:19][c:20]([B:23]([OH:24])[OH:25])[cH:21][cH:22]1.[CH2:111]([O:112][C:113](=[O:114])[CH3:115])[CH3:116].[CH2:28]1[O:29][CH2:30][CH2:31][O:32][CH2:33]1.[CH3:118][CH2:119][OH:120].[Cs+:27].[F-:26].[OH2:117].[cH:34]1[cH:35][cH:36][c:37]([P:38]([Pd:39]([P:40]([c:41]2[cH:42][cH:43][cH:44][cH:45][cH:46]2)([c:47]2[cH:48][cH:49][cH:50][cH:51][cH:52]2)[c:53]2[cH:54][cH:55][cH:56][cH:57][cH:58]2)([P:59]([c:60]2[cH:61][cH:62][cH:63][cH:64][cH:65]2)([c:66]2[cH:67][cH:68][cH:69][cH:70][cH:71]2)[c:72]2[cH:73][cH:74][cH:75][cH:76][cH:77]2)[P:78]([c:79]2[cH:80][cH:81][cH:82][cH:83][cH:84]2)([c:85]2[cH:86][cH:87][cH:88][cH:89][cH:90]2)[c:91]2[cH:92][cH:93][cH:94][cH:95][cH:96]2)([c:97]2[cH:98][cH:99][cH:100][cH:101][cH:102]2)[c:103]2[cH:104][cH:105][cH:106][cH:107][cH:108]2)[cH:109][cH:110]1>>[c:2]1(-[c:20]2[cH:19][cH:18][c:17]([C:14](=[O:15])[OH:16])[cH:22][cH:21]2)[cH:3][c:4]([CH3:13])[c:5]([O:6][CH2:7][CH2:8][OH:9])[c:10]([CH3:12])[cH:11]1. The reactants are [Al+3], [Cl-], [Cl-], [Cl-], CC(Cl)Cl, Cl, [Na+], [OH-], O=C(Cl)CCc1ccccc1, COC(=O)c1cccc2[nH]ccc12. Product: COC(=O)c1cccc2[nH]cc(C(=O)CCc3ccccc3)c12. Reaction SMILES: [Al+3:26].[Cl-:25].[Cl-:27].[Cl-:28].[Cl:32][CH:33]([Cl:34])[CH3:35].[ClH:29].[Na+:31].[OH-:30].[c:14]1([CH2:20][CH2:21][C:22](=[O:23])[Cl:24])[cH:15][cH:16][cH:17][cH:18][cH:19]1.[nH:1]1[cH:2][cH:3][c:4]2[c:5]([C:10](=[O:11])[O:12][CH3:13])[cH:6][cH:7][cH:8][c:9]12>>[nH:1]1[cH:2][c:3]([C:22]([CH2:21][CH2:20][c:14]2[cH:15][cH:16][cH:17][cH:18][cH:19]2)=[O:23])[c:4]2[c:5]([C:10](=[O:11])[O:12][CH3:13])[cH:6][cH:7][cH:8][c:9]12. Reactants: COC(=O)C1=CC=C2C(=CNC2=C1)C1CN(CCO1)C(C)C (3-(4-isopropyl-morpholin-2-yl)-1H-indole-6-carboxylic acid methyl ester), ester, O[Li].O (LiOH.H2O), CC(C)N1CCNCC1 (1-(2-propyl)-piperazine), N1(CCNCC1)C(=O)N (piperazine amide), COC(=O)C1=CC=C2C(=CNC2=C1)C1CN(CCO1)C(C)C (3-(4-isopropyl-morpholin-2-yl)-1H-indole-6-carboxylic acid methyl ester), C(C(C)C)N1CC(OCC1)C1=CNC2=CC(=CC=C12)C(=O)N1CCN(CC1)C(C)C ([3-(4-isobutyl-morpholin-2-yl)-1H-indol-6-yl]-(4-isopropyl-piperazin-1-yl)-methanone), title compounds, ester, COC(=O)C1=CC=C2C(=CNC2=C1)C1CNCCO1 (3-morpholin-2-yl-1H-indole-6-carboxylic acid methyl ester), IC(C)C (2-iodopropane), title compounds. Reaction SMILES: [CH2:1]([N:5]1[CH2:10][CH2:9][O:8][CH:7]([C:11]2[C:19]3[C:14](=[CH:15][C:16]([C:20]([N:22]4[CH2:27][CH2:26][N:25]([CH:28]([CH3:30])[CH3:29])[CH2:24][CH2:23]4)=[O:21])=[CH:17][CH:18]=3)[NH:13][CH:12]=2)[CH2:6]1)[CH:2](C)C.[CH3:31]OC(C1C=C2C(C(C3OCCNC3)=CN2)=CC=1)=O.IC(C)C.COC(C1C=C2C(C(C3OCCN(C(C)C)C3)=CN2)=CC=1)=O.N1(C(N)=O)CCNCC1.O[Li].O.CC(N1CCNCC1)C>>[CH:1]([N:5]1[CH2:10][CH2:9][O:8][CH:7]([C:11]2[C:19]3[C:14](=[CH:15][C:16]([C:20]([N:22]4[CH2:27][CH2:26][N:25]([CH:28]([CH3:30])[CH3:29])[CH2:24][CH2:23]4)=[O:21])=[CH:17][CH:18]=3)[NH:13][CH:12]=2)[CH2:6]1)([CH3:31])[CH3:2] |f:5.6|. Procedure: According to the procedure described for the synthesis of [3-(4-isobutyl-morpholin-2-yl)-1H-indol-6-yl]-(4-isopropyl-piperazin-1-yl)-methanone (example 90) the title compounds was synthesized in consecutive steps from 3-morpholin-2-yl-1H-indole-6-carboxylic acid methyl ester and 2-iodopropane (commercially available) leading to 3-(4-isopropyl-morpholin-2-yl)-1H-indole-6-carboxylic acid methyl ester (MS (m/e): 303.4 (MH+)) which was converted to the title compounds according to the procedure desc... Product: C(C)(C)N1CC(OCC1)C1=CNC2=CC(=CC=C12)C(=O)N1CCN(CC1)C(C)C ([3-(4-Isopropyl-morpholin-2-yl)-1H-indol-6-yl]-(4-isopropyl-piperazin-1-yl)-methanone). The reactants are NC=1N=CC2=C(N1)N=C(C(=C2)C2=C(C=CC=C2Cl)Cl)N (2,7-diamino-6-(2,6-dichlorophenyl)-pyrido[2,3-d]pyrimidine), S(N)(O)(=O)=O (sulfamic acid), C(C)N(CC)CCCCN (diethylaminobutylamine). Conditions: temperature 150 celsius. The product is ClC1=C(C(=CC=C1)Cl)C1=CC2=C(N=C(N=C2)NCCCCN(CC)CC)N=C1N (6-(2,6-Dichlorophenyl)-N2 -(4-diethylamino-butyl)-pyrido[2,3-d]pyrimidine-2,7-diamine). Reaction SMILES: [NH2:1][C:2]1[N:3]=[CH:4][C:5]2[CH:11]=[C:10]([C:12]3[C:17]([Cl:18])=[CH:16][CH:15]=[CH:14][C:13]=3[Cl:19])[C:9]([NH2:20])=[N:8][C:6]=2[N:7]=1.S(=O)(=O)(O)N.[CH2:26]([N:28]([CH2:31][CH2:32][CH2:33][CH2:34]N)[CH2:29][CH3:30])[CH3:27]>>[Cl:19][C:13]1[CH:14]=[CH:15][CH:16]=[C:17]([Cl:18])[C:12]=1[C:10]1[C:9]([NH2:20])=[N:8][C:6]2[N:7]=[C:2]([NH:1][CH2:34][CH2:33][CH2:32][CH2:31][N:28]([CH2:29][CH3:30])[CH2:26][CH3:27])[N:3]=[CH:4][C:5]=2[CH:11]=1. Procedure details: A mixture of 2,7-diamino-6-(2,6-dichlorophenyl)-pyrido[2,3-d]pyrimidine (40 g) from Example 1, sulfamic acid (25.4 g) and diethylaminobutylamine (205 mL) was heated to approximately 150° C. for 28 hours. The reaction temperature was lowered to 50° C., and excess diethylaminobutylamine was removed in vacuo. After cooling to 25° C., the residue was suspended in water. The aqueous solution was made alkaline with a solution of saturated sodium bicarbonate and extracted with dichloromethane several t...